From a dataset of the Open Reaction Database (ORD), a public repository of structured organic reaction records. describe an organic reaction: reactants, conditions, products, and yield The reactants are Brc1cccnc1, CCN(CC)CCN1C(=O)C(=O)c2c(Br)cccc21, [Li]CCCC, CCOCC, [Cl-], [NH4+], O=C1Nc2ccccc2C1=O. Reaction SMILES: [Br:6][c:7]1[cH:8][n:9][cH:10][cH:11][cH:12]1.[CH2:13]([CH3:14])[N:15]([CH2:16][CH2:17][N:18]1[C:19](=[O:20])[C:21](=[O:22])[c:23]2[c:24]([Br:29])[cH:25][cH:26][cH:27][c:28]21)[CH2:30][CH3:31].[CH3:1][CH2:2][CH2:3][CH2:4][Li:5].[CH3:45][CH2:46][O:47][CH2:48][CH3:49].[Cl-:43].[NH4+:44].[NH:32]1[c:33]2[c:34]([cH:35][cH:36][cH:37][cH:38]2)[C:39](=[O:40])[C:41]1=[O:42]>>[c:7]1([C:21]2([OH:22])[C:19](=[O:20])[N:18]([CH2:17][CH2:16][N:15]([CH2:13][CH3:14])[CH2:30][CH3:31])[c:28]3[c:23]2[c:24]([Br:29])[cH:25][cH:26][cH:27]3)[cH:8][n:9][cH:10][cH:11][cH:12]1. Yields the product CCN(CC)CCN1C(=O)C(O)(c2cccnc2)c2c(Br)cccc21. Reactants: COc1cc(C(=O)Nc2nc(C)c(C(=O)NCc3ccccc3)s2)ccn1, CO, ClC(Cl)Cl, C[Si](C)(C)I. The product is Cc1nc(NC(=O)c2cc[nH]c(=O)c2)sc1C(=O)NCc1ccccc1. As a reaction SMILES: [CH2:1]([c:2]1[cH:3][cH:4][cH:5][cH:6][cH:7]1)[NH:8][C:9](=[O:10])[c:11]1[c:12]([CH3:27])[n:13][c:14]([NH:16][C:17]([c:18]2[cH:19][c:20]([O:24][CH3:25])[n:21][cH:22][cH:23]2)=[O:26])[s:15]1.[CH3:33][OH:34].[CH:35]([Cl:36])([Cl:37])[Cl:38].[I:28][Si:29]([CH3:30])([CH3:31])[CH3:32]>>[CH2:1]([c:2]1[cH:3][cH:4][cH:5][cH:6][cH:7]1)[NH:8][C:9](=[O:10])[c:11]1[c:12]([CH3:27])[n:13][c:14]([NH:16][C:17]([c:18]2[cH:19][c:20](=[O:24])[nH:21][cH:22][cH:23]2)=[O:26])[s:15]1. Reactants: O=C(Nc1ccc(S(=O)(=O)Cl)cc1Br)C(F)(F)F, CCNC(=N)N1CC(C)(C)C=N1, C1CCOC1, Cl, Cl. Yields the product CCNC(=NS(=O)(=O)c1ccc(NC(=O)C(F)(F)F)c(Br)c1)N1CC(C)(C)C=N1. As a reaction SMILES: [Br:14][c:15]1[cH:16][c:17]([S:28](=[O:29])(=[O:30])[Cl:31])[cH:18][cH:19][c:20]1[NH:21][C:22]([C:23]([F:24])([F:25])[F:26])=[O:27].[CH2:2]([CH3:3])[NH:4][C:5](=[NH:6])[N:7]1[N:8]=[CH:9][C:10]([CH3:12])([CH3:13])[CH2:11]1.[CH2:33]1[O:34][CH2:35][CH2:36][CH2:37]1.[ClH:1].[ClH:32]>>[CH2:2]([CH3:3])[NH:4][C:5](=[N:6][S:28]([c:17]1[cH:16][c:15]([Br:14])[c:20]([NH:21][C:22]([C:23]([F:24])([F:25])[F:26])=[O:27])[cH:19][cH:18]1)(=[O:29])=[O:30])[N:7]1[N:8]=[CH:9][C:10]([CH3:12])([CH3:13])[CH2:11]1. Starting materials: Cl.ClCCN (2-chloroethylamine hydrochloride), Cl.ClC1=CC=C2C(=CN=NC2=C1)NC1=CC=C(C=C1)S(=O)(=O)Cl (4-(7-chloro-4-cinnolinylamino)benzenesulphonyl chloride hydrochloride). The product is ClC1=CC=C2C(=CN=NC2=C1)NC1=CC=C(C=C1)S(=O)(=O)NCCCl (4-(7-Chloro-4-cinnolinylamino)-N-(2-chloroethyl) benzenesulphonamide). RXN SMILES: Cl.[Cl:2][CH2:3][CH2:4][NH2:5].Cl.[Cl:7][C:8]1[CH:17]=[C:16]2[C:11]([C:12]([NH:18][C:19]3[CH:24]=[CH:23][C:22]([S:25](Cl)(=[O:27])=[O:26])=[CH:21][CH:20]=3)=[CH:13][N:14]=[N:15]2)=[CH:10][CH:9]=1>>[Cl:7][C:8]1[CH:17]=[C:16]2[C:11]([C:12]([NH:18][C:19]3[CH:20]=[CH:21][C:22]([S:25]([NH:5][CH2:4][CH2:3][Cl:2])(=[O:26])=[O:27])=[CH:23][CH:24]=3)=[CH:13][N:14]=[N:15]2)=[CH:10][CH:9]=1 |f:0.1,2.3|. Reported procedure: This compound is prepared in a similar manner to the procedure of Example 10 using equimolar quantities of 2-chloroethylamine hydrochloride instead of 3-chloropropylamine hydrochloride and 4-(7-chloro-4-cinnolinylamino)benzenesulphonyl chloride hydrochloride instead of 4-(7-chloro-4-quinolinylamino) benzenesulphonyl chloride. Reactants: O=C(Cl)c1ccccc1, CCOC(C)=O, O=[N+]([O-])c1ccc(C=CS(=O)(=O)N=C(Cl)c2ccccc2)cc1, NS(=O)(=O)C=Cc1ccc([N+](=O)[O-])cc1, O=P(Cl)(Cl)Cl. Product: O=C(NS(=O)(=O)C=Cc1ccc([N+](=O)[O-])cc1)c1ccccc1. As a reaction SMILES: [C:39]([Cl:40])(=[O:41])[c:42]1[cH:43][cH:44][cH:45][cH:46][cH:47]1.[CH3:53][CH2:54][O:55][C:56](=[O:57])[CH3:58].[N+:1](=[O:2])([O-:3])[c:4]1[cH:5][cH:6][c:7]([CH:8]=[CH:9][S:10](=[O:11])(=[O:12])[N:13]=[C:14]([c:15]2[cH:16][cH:17][cH:18][cH:19][cH:20]2)[Cl:21])[cH:22][cH:23]1.[N+:24](=[O:25])([c:26]1[cH:27][cH:28][c:29]([CH:30]=[CH:31][S:32]([NH2:33])(=[O:34])=[O:35])[cH:36][cH:37]1)[O-:38].[P:48]([Cl:49])([Cl:50])([Cl:51])=[O:52]>>[N+:1](=[O:2])([O-:3])[c:4]1[cH:5][cH:6][c:7]([CH:8]=[CH:9][S:10](=[O:11])(=[O:12])[NH:13][C:14]([c:15]2[cH:16][cH:17][cH:18][cH:19][cH:20]2)=[O:25])[cH:22][cH:23]1. The reactants are C(C)OCN1C(=NC=C1)[Sn](CCCC)(CCCC)CCCC (1-ethoxymethyl-2-tributylstannanyl-1H-imidazole), BrC=1SC=CN1 (2-bromothiazole), C(=O)(O)[O-].[Na+] (NaHCO3). Reagents/catalysts: C=1C=CC(=CC1)[P](C=2C=CC=CC2)(C=3C=CC=CC3)[Pd]([P](C=4C=CC=CC4)(C=5C=CC=CC5)C=6C=CC=CC6)([P](C=7C=CC=CC7)(C=8C=CC=CC8)C=9C=CC=CC9)[P](C=1C=CC=CC1)(C=1C=CC=CC1)C=1C=CC=CC1 (Pd(PPh3)4). The solvent is C1(=CC=CC=C1)C (toluene). Yields the product C(C)OCN1C(=NC=C1)C=1SC=CN1 (2-(1-ethoxymethyl-1H-imidazol-2-yl)-thiazole). The yield is 26.0%. RXN SMILES: [CH2:1]([O:3][CH2:4][N:5]1[CH:9]=[CH:8][N:7]=[C:6]1[Sn](CCCC)(CCCC)CCCC)[CH3:2].Br[C:24]1[S:25][CH:26]=[CH:27][N:28]=1.C([O-])(O)=O.[Na+]>C1(C)C=CC=CC=1.C1C=CC([P]([Pd]([P](C2C=CC=CC=2)(C2C=CC=CC=2)C2C=CC=CC=2)([P](C2C=CC=CC=2)(C2C=CC=CC=2)C2C=CC=CC=2)[P](C2C=CC=CC=2)(C2C=CC=CC=2)C2C=CC=CC=2)(C2C=CC=CC=2)C2C=CC=CC=2)=CC=1>[CH2:1]([O:3][CH2:4][N:5]1[CH:9]=[CH:8][N:7]=[C:6]1[C:24]1[S:25][CH:26]=[CH:27][N:28]=1)[CH3:2] |f:2.3,^1:44,46,65,84|. Procedure: A solution of crude 1-ethoxymethyl-2-tributylstannanyl-1H-imidazole (previous example), 2-bromothiazole (1.05 mL, 11.6 mmol, 1.0 equivalents based on integration of 1H NMR of crude 1-ethoxymethyl-2-tributylstannanyl-1H-imidazole), and Pd(PPh3)4 (0.67 g, 0.58 mmol) in toluene (20 mL) is stirred at 80° C. for 18 hours. After cooling to room temperature, the reaction mixture is poured into saturated aqueous NaHCO3 and extracted twice with CH2Cl2. The combined extracts are dried over Na2SO4 and conc... Reactants: B(Br)(Br)Br (Boron tribromide), COC1=CC=C(CN2C(=CC3=C2C=CC=2N3C(=NN2)C)C)C=C1 (6-(4-methoxybenzyl)-1,7-dimethyl-6H-pyrrolo[2,3-e][1,2,4]triazolo[4,3-a]pyridine). Run in C(Cl)Cl (DCM), C(Cl)Cl (DCM). Yields the product CC1=NN=C2N1C1=C(C=C2)N(C(=C1)C)CC1=CC=C(C=C1)O (4-[(1,7-dimethyl-6H-pyrrolo[2,3-e][1,2,4]-triazolo[4,3-a]pyridin-6-yl)methyl]phenol). RXN SMILES: B(Br)(Br)Br.C[O:6][C:7]1[CH:27]=[CH:26][C:10]([CH2:11][N:12]2[C:16]3[CH:17]=[CH:18][C:19]4[N:20]([C:21]([CH3:24])=[N:22][N:23]=4)[C:15]=3[CH:14]=[C:13]2[CH3:25])=[CH:9][CH:8]=1>C(Cl)Cl>[CH3:24][C:21]1[N:20]2[C:15]3[CH:14]=[C:13]([CH3:25])[N:12]([CH2:11][C:10]4[CH:26]=[CH:27][C:7]([OH:6])=[CH:8][CH:9]=4)[C:16]=3[CH:17]=[CH:18][C:19]2=[N:23][N:22]=1. Procedure: 1.0 M Boron tribromide in DCM (0.54 mL, 0.54 mmol, Aldrich) was added to a solution of 6-(4-methoxybenzyl)-1,7-dimethyl-6H-pyrrolo[2,3-e][1,2,4]triazolo[4,3-a]pyridine (42 mg, 0.137 mmol, from Example 34) in DCM (4 mL) at −78° C., and the reaction was allowed to slowly reach room temperature. The reaction was quenched by the addition of water, followed by saturated NaHCO3 solution. DCM was removed in vacuo and the mixture was diluted with MeOH, filtered and purified by preparative HPLC-MS (Water... Product: NC1CC2=CC=CC=C2CC1 (2-aminotetralin). The reactants are OC1=CC(N(C2=CC=CC=C12)C)=O (4-hydroxy-1-methylcarbostyril), OC1=CC(N(C2=CC=CC=C12)C1=CC=CC=C1)=O (4-hydroxy-1-phenylcarbostyril), chlorohydrin, OC1=CC(N(C2=CC=CC=C12)CC)=O (4-hydroxy-1-ethylcarbostyril), OC1=CC(N(C2=CC=CC=C12)CC=C)=O (4-hydroxy-1-allylcarbostyril). Procedure details: Following the procedure of Example 91, but starting from 4-hydroxy-1-methylcarbostyril, 4-hydroxy-1-ethylcarbostyril, 4-hydroxy-1-allylcarbostyril, or 4-hydroxy-1-phenylcarbostyril and reacting the raw chlorohydrin thus obtained with 2-aminotetralin, the following compounds are prepared respectively: As a reaction SMILES: O[C:2]1[C:11]2[C:6](=[CH:7][CH:8]=[CH:9][CH:10]=2)[N:5](C)[C:4](=O)[CH:3]=1.O[C:15]1C2C(=CC=CC=2)N(CC)C(=O)C=1.OC1C2C(=CC=CC=2)N(CC=C)C(=O)C=1.OC1C2C(=CC=CC=2)N(C2C=CC=CC=2)C(=O)C=1>>[NH2:5][CH:4]1[CH2:3][CH2:2][C:11]2[C:6](=[CH:7][CH:8]=[CH:9][CH:10]=2)[CH2:15]1. The reactants are C1CCOC1, CCOC(=O)CSCC1(c2ccccc2)OCC(C)(C)CO1, [Li+], [OH-], O. Product: CC1(C)COC(CSCC(=O)O)(c2ccccc2)OC1. RXN SMILES: [CH2:25]1[O:26][CH2:27][CH2:28][CH2:29]1.[CH3:1][C:2]1([CH3:22])[CH2:3][O:4][C:5]([c:8]2[cH:9][cH:10][cH:11][cH:12][cH:13]2)([CH2:14][S:15][CH2:16][C:17](=[O:18])[O:19][CH2:20][CH3:21])[O:6][CH2:7]1.[Li+:24].[OH-:23].[OH2:30]>>[CH3:1][C:2]1([CH3:22])[CH2:3][O:4][C:5]([c:8]2[cH:9][cH:10][cH:11][cH:12][cH:13]2)([CH2:14][S:15][CH2:16][C:17](=[O:18])[OH:19])[O:6][CH2:7]1. The reactants are Clc1ccc(CBr)cc1Cl, C1CCNC1, COc1ccc2c(c1)CC(=O)CC2, CO, CO, CC#N, ClCCl, O, O. Product: COc1ccc2c(c1)C(Cc1ccc(Cl)c(Cl)c1)C(=O)CC2. As a reaction SMILES: [Br:19][CH2:20][c:21]1[cH:22][c:23]([Cl:28])[c:24]([Cl:27])[cH:25][cH:26]1.[CH2:14]1[CH2:15][NH:16][CH2:17][CH2:18]1.[CH3:1][O:2][c:3]1[cH:4][cH:5][c:6]2[c:11]([cH:12]1)[CH2:10][C:9](=[O:13])[CH2:8][CH2:7]2.[CH3:29][OH:30].[CH3:35][OH:36].[CH3:37][C:38]#[N:39].[Cl:31][CH2:32][Cl:33].[OH2:34].[OH2:40]>>[CH3:1][O:2][c:3]1[cH:4][cH:5][c:6]2[c:11]([cH:12]1)[CH:10]([CH2:20][c:21]1[cH:22][c:23]([Cl:28])[c:24]([Cl:27])[cH:25][cH:26]1)[C:9](=[O:13])[CH2:8][CH2:7]2.